Dataset: the Open Reaction Database (ORD), a public repository of structured organic reaction records. Task: describe an organic reaction: reactants, conditions, products, and yield Starting materials: C1(CC(C1)=O)=O (1,3-cyclobutanedione), C(C)NCC (diethylamine). Solvent: C(C)(=O)OCC (ethyl acetate), C(C)(=O)OCC (ethyl acetate). Conditions: time 1 hour. Yields the product C(C)[NH2+]CC.OC1=CC(C1)=O (3-hydroxy-2-cyclobuten-1-one-diethylammonium salt). The yield is 83.8%. As a reaction SMILES: [C:1]1(=[O:6])[CH2:4][C:3](=[O:5])[CH2:2]1.[CH2:7]([NH:9][CH2:10][CH3:11])[CH3:8]>C(OCC)(=O)C>[CH2:7]([NH2+:9][CH2:10][CH3:11])[CH3:8].[OH:6][C:1]1[CH2:4][C:3](=[O:5])[CH:2]=1 |f:3.4|. Reported procedure: 2.1 g of 1,3-cyclobutanedione (23.0 mmol) was suspended in 40 g of ethyl acetate. A solution of 1.84 g of diethylamine (25.0 mmol) in 10 g of ethyl acetate was instilled in this suspension at 20° C. within 15 minutes. After 1 hour of stirring at room temperature, the suspension was filtered and then dried. 3.05 g of the title product with a purity (according to HPLC) of 93.7 percent, corresponding to a yield of 79.2 percent, relative to the cyclobutanedione, was obtained. Data for the title comp... The reactants are [Si](C)(C)(C(C)(C)C)Cl (tert-Butyldimethylsilylchloride), N1C=NC=C1 (imidazole), BrC1=CC=C(OC[C@@H](CCC=2C=NC=CC2)O)C=C1 ((2R)-1-(4-bromophenoxy)-4-(3-pyridyl)-2-butanol). Run in ClCCl (dichloromethane). Conditions: time 16 hour. Yields the product BrC1=CC=C(OC[C@@H](CCC=2C=NC=CC2)O[Si](C)(C)C(C)(C)C)C=C1 ((2R)-1-(4-Bromophenoxy)-4-(3-pyridyl)-2-(tert-butyldimethylsilyloxy)butane). Isolated yield 99.7%. As a reaction SMILES: [Si:1](Cl)([C:4]([CH3:7])([CH3:6])[CH3:5])([CH3:3])[CH3:2].N1C=CN=C1.[Br:14][C:15]1[CH:32]=[CH:31][C:18]([O:19][CH2:20][C@H:21]([OH:30])[CH2:22][CH2:23][C:24]2[CH:25]=[N:26][CH:27]=[CH:28][CH:29]=2)=[CH:17][CH:16]=1>ClCCl>[Br:14][C:15]1[CH:16]=[CH:17][C:18]([O:19][CH2:20][C@H:21]([O:30][Si:1]([C:4]([CH3:7])([CH3:6])[CH3:5])([CH3:3])[CH3:2])[CH2:22][CH2:23][C:24]2[CH:25]=[N:26][CH:27]=[CH:28][CH:29]=2)=[CH:31][CH:32]=1. Procedure details: tert-Butyldimethylsilylchloride (3.75 g) and imidazole (1.69 g) were added to a solution of (2R)-1-(4-bromophenoxy)-4-(3-pyridyl)-2-butanol (4 g, Example 21a)) in dichloromethane. The mixture was stirred for 16 hours at room temperature. The white precipitate was collected by filtration and the filtrate concentrated under reduced pressure to give the sub-title compound as an oil (5.4 g) The reactants are ClCCBr, O=C([O-])[O-], COC(=O)c1ccc(O)c(OC)c1, CC#N, [K+], [K+]. The product is COC(=O)c1ccc(OCCCl)c(OC)c1. Reaction SMILES: [Br:14][CH2:15][CH2:16][Cl:17].[C:18](=[O:19])([O-:20])[O-:21].[CH3:1][O:2][C:3](=[O:4])[c:5]1[cH:6][cH:7][c:8]([OH:9])[c:10]([O:11][CH3:12])[cH:13]1.[CH3:24][C:25]#[N:26].[K+:22].[K+:23]>>[CH3:1][O:2][C:3](=[O:4])[c:5]1[cH:6][cH:7][c:8]([O:9][CH2:15][CH2:16][Cl:17])[c:10]([O:11][CH3:12])[cH:13]1. Starting materials: C(CCCCCCCCCCCC)O (tridecanol), C(C1=CN=CC=C1)(=O)O (nicotinic acid). As a reaction SMILES: [CH2:1]([OH:14])[CH2:2][CH2:3][CH2:4][CH2:5][CH2:6][CH2:7][CH2:8][CH2:9][CH2:10][CH2:11][CH2:12][CH3:13].[C:15](O)(=[O:22])[C:16]1[CH:21]=[CH:20][CH:19]=[N:18][CH:17]=1>>[C:15]([O:14][CH2:1][CH2:2][CH2:3][CH2:4][CH2:5][CH2:6][CH2:7][CH2:8][CH2:9][CH2:10][CH2:11][CH2:12][CH3:13])(=[O:22])[C:16]1[CH:21]=[CH:20][CH:19]=[N:18][CH:17]=1. The product is C(C1=CN=CC=C1)(=O)OCCCCCCCCCCCCC (Tridecyl nicotinate). Procedure details: Tridecyl nicotinate was prepared using the method of Example 1 from commercial tridecanol (an isomeric mixture) and nicotinic acid. The product had a boiling point of 136° to 140° C. under 0.05 mm pressure and an estimated purity of 100% based on a molecular weight of 305.5. Starting materials: N1=CC=CC=C1 (pyridine), FN1NC(=CC(=N1)F)F (2,4,6-trifluorotriazine), C(C)NC1=C(C(=O)O)C=CC(=N1)Cl (2-(ethylamino)-6-chloronicotinic acid). Solvent: ClCCl (dichloromethane). Reaction conditions: time 3 hour. Product: C(C)NC1=C(C(=O)F)C=CC(=N1)Cl (2-(Ethylamino)-6-chloronicotinic acid fluoride). Isolated yield 99.7%. RXN SMILES: N1C=CC=CC=1.[F:7]N1N=C(F)C=C(F)N1.[CH2:16]([NH:18][C:19]1[N:27]=[C:26]([Cl:28])[CH:25]=[CH:24][C:20]=1[C:21](O)=[O:22])[CH3:17]>ClCCl>[CH2:16]([NH:18][C:19]1[N:27]=[C:26]([Cl:28])[CH:25]=[CH:24][C:20]=1[C:21]([F:7])=[O:22])[CH3:17]. Reported procedure: 2 ml (24.8 mmol) of pyridine and 4.2 ml (49.8 mmol) of 2,4,6-trifluorotriazine are added to a suspension of 5.0 g (24.8 mmol) of 2-(ethylamino)-6-chloronicotinic acid in 125 ml of dichloromethane. The mixture is stirred at ambient temperature for 3 hours and then filtered. The solid is rinsed with 50 ml of dichloromethane and the filtrate is washed twice with 60 ml of ice-cold water. The organic phase is dried over Na2SO4 and the solvent is evaporated under reduced pressure. 5.01 g of product ar...